Dataset: the Open Reaction Database (ORD), a public repository of structured organic reaction records. Task: describe an organic reaction: reactants, conditions, products, and yield Reactants: [OH-].[Na+] (sodium hydroxide), O (water), CSC1=CC=C(C=C1)OCCCCCCCCCCCC (dodecyl 4-methylthiophenyl ether), OO (hydrogen peroxide). Reagents/catalysts: [Na] (sodium). Run in C(C)(=O)O (acetic acid). Reaction conditions: temperature 80 celsius. Yields the product CS(=O)(=O)C1=CC=C(C=C1)OCCCCCCCCCCCC (dodecyl 4-methylsulfonylphenyl ether). Reaction SMILES: [CH3:1][S:2][C:3]1[CH:8]=[CH:7][C:6]([O:9][CH2:10][CH2:11][CH2:12][CH2:13][CH2:14][CH2:15][CH2:16][CH2:17][CH2:18][CH2:19][CH2:20][CH3:21])=[CH:5][CH:4]=1.[OH-:22].[Na+].[OH:24]O.O>C(O)(=O)C.[Na]>[CH3:1][S:2]([C:3]1[CH:8]=[CH:7][C:6]([O:9][CH2:10][CH2:11][CH2:12][CH2:13][CH2:14][CH2:15][CH2:16][CH2:17][CH2:18][CH2:19][CH2:20][CH3:21])=[CH:5][CH:4]=1)(=[O:24])=[O:22] |f:1.2,^1:30|. Procedure details: 95.4 g of dodecyl 4-methylthiophenyl ether was dissolved in 400 ml of acetic acid, and further a dilute sodium hydroxide solution containing 0.5 g of sodium tangstate was added thereto. The resulting solution was heated at 80° C. with stirring. To the solution 66.3 g of 35% hydrogen peroxide was dropwise added. After the conclution of the addition, the reaction mixture was stirred for 2-hours under heating, and, after cooling, water was added to filtrate a precipitated crude crystal. The crude c... Reactants: COc1ccc2ccc(S(=O)(=O)Cl)cc2c1, ClCCl, Cl, NC1CCN(Cc2ccc3ccc(Cl)nc3c2)C1=O. Yields the product COc1ccc2ccc(S(=O)(=O)NC3CCN(Cc4ccc5ccc(Cl)nc5c4)C3=O)cc2c1. RXN SMILES: [CH3:21][O:22][c:23]1[cH:24][cH:25][c:26]2[cH:27][cH:28][c:29]([S:33](=[O:34])(=[O:35])[Cl:36])[cH:30][c:31]2[cH:32]1.[Cl:37][CH2:38][Cl:39].[ClH:1].[NH2:2][CH:3]1[C:4](=[O:20])[N:5]([CH2:8][c:9]2[cH:10][cH:11][c:12]3[cH:13][cH:14][c:15]([Cl:19])[n:16][c:17]3[cH:18]2)[CH2:6][CH2:7]1>>[NH:2]([CH:3]1[C:4](=[O:20])[N:5]([CH2:8][c:9]2[cH:10][cH:11][c:12]3[cH:13][cH:14][c:15]([Cl:19])[n:16][c:17]3[cH:18]2)[CH2:6][CH2:7]1)[S:33]([c:29]1[cH:28][cH:27][c:26]2[cH:25][cH:24][c:23]([O:22][CH3:21])[cH:32][c:31]2[cH:30]1)(=[O:34])=[O:35].